From a dataset of the Open Reaction Database (ORD), a public repository of structured organic reaction records. describe an organic reaction: reactants, conditions, products, and yield Conditions: time 2 hour. The solvent is C(C)O (ethanol). Reaction SMILES: [Cl:1][C:2]1[C:7]2[C:8](=[O:35])[N:9]3[CH2:34][CH2:33][C@H:10]3[C:11]3[N:12]([CH:13]=[N:14][C:15]=3[C:16]3[O:20][N:19]=[C:18]([CH2:21][N:22]4C(=O)C5=CC=CC=C5C4=O)[N:17]=3)[C:6]=2[CH:5]=[CH:4][CH:3]=1.CN>C(O)C>[NH2:22][CH2:21][C:18]1[N:17]=[C:16]([C:15]2[N:14]=[CH:13][N:12]3[C:6]4[CH:5]=[CH:4][CH:3]=[C:2]([Cl:1])[C:7]=4[C:8](=[O:35])[N:9]4[CH2:34][CH2:33][C@H:10]4[C:11]=23)[O:20][N:19]=1. Starting materials: ClC1=CC=CC2=C1C(N1[C@H](C=3N2C=NC3C3=NC(=NO3)CN3C(C=2C(C3=O)=CC=CC2)=O)CC1)=O ((S)-8-chloro-12,12a-dihydro-1-(3-phthalimidomethyl-1,2,4-oxadiazol-5-yl)-9H,11H-azeto[2,1-c]imidazo[1,5-a][1,4]benzodiazepin-9-one), CN (methylamine). The yield is 91.2%. Product: NCC1=NOC(=N1)C=1N=CN2C1[C@H]1N(C(C3=C2C=CC=C3Cl)=O)CC1 ((S)-1-(3-aminomethyl-1,2,4-oxadiazol-5-yl)-8-chloro-12,12a-dihydro-9H,11H-azeto[2,1-c]imidazo[1,5-a][1,4]benzodiazepin-9-one). Procedure: 6.01 g (12.3 mmol) of (S)-8-chloro-12,12a-dihydro-1-(3-phthalimidomethyl-1,2,4-oxadiazol-5-yl)-9H,11H-azeto[2,1-c]imidazo[1,5-a][1,4]benzodiazepin-9-one were placed in 60 ml of ethanol and treated dropwise with 120 ml of methylamine (33% in ethanol) at 60° within 30 min. The solution was stirred at 70° for 2 hours and subsequently concentrated. By chromatography of the residue on silica gel while eluting with ethyl acetate/methanol 8/2 there were obtained 4.0 g (91%) of (S)-1-(3-aminomethyl-1,2,... The reactants are CC(=O)OC(C)=O, O=Cc1ccccc1, O=C(O)Cc1ccccc1. Yields the product O=C(O)C(=Cc1ccccc1)c1ccccc1. RXN SMILES: [CH3:19][C:20]([O:21][C:22](=[O:23])[CH3:24])=[O:25].[CH:11](=[O:12])[c:13]1[cH:14][cH:15][cH:16][cH:17][cH:18]1.[c:1]1([CH2:7][C:8](=[O:9])[OH:10])[cH:2][cH:3][cH:4][cH:5][cH:6]1>>[c:1]1([C:7]([C:8](=[O:9])[OH:10])=[CH:11][c:13]2[cH:14][cH:15][cH:16][cH:17][cH:18]2)[cH:2][cH:3][cH:4][cH:5][cH:6]1. Procedure: Crude isopropenyldiisopropylsilane (10 g), which was prepared as described in “Preparation of Isopropenyldiisopropylsilane—Method 2” was taken up in dichloromethane (120 mL) and cooled in an ice bath. N-Bromosuccinimide (13.7 g, 77 mmol, 1.2 eq. assuming silane purity of 100%) was added scoopwise over 1 hour, followed by an additional hour of stirring while maintaining the temperature. The suspension was filtered and the solid rinsed with pentane (50 mL). Solvent was removed by rotary evaporatio... RXN SMILES: [C:1]([SiH:4]([CH:8]([CH3:10])[CH3:9])[CH:5]([CH3:7])[CH3:6])([CH3:3])=[CH2:2].[Br:11]N1C(=O)CCC1=O>ClCCl>[C:1]([SiH:4]([CH:8]([CH3:10])[CH3:9])[CH:5]([CH3:7])[CH3:6])([CH3:3])=[CH2:2].[C:1]([Si:4]([CH:8]([CH3:10])[CH3:9])([CH:5]([CH3:7])[CH3:6])[Br:11])([CH3:3])=[CH2:2]. Yields the product C(=C)(C)[SiH](C(C)C)C(C)C (isopropenyldiisopropylsilane), C(=C)(C)[Si](Br)(C(C)C)C(C)C (isopropenyldiisopropylbromosilane). The solvent is ClCCl (dichloromethane). Reactants: C(=C)(C)[SiH](C(C)C)C(C)C (Isopropenyldiisopropylsilane), BrN1C(CCC1=O)=O (N-Bromosuccinimide). Reactants: C(C)N(C(C1=CC=C(C=C1)C(=C1CCNCC1)C1=CC=CC=C1)=O)CC (N,N-Diethyl-4-(phenyl-piperidin-4-ylidene-methyl)-benzamide), C1(CCCCC1)=O (cyclohexanone), Ti(OPr-i)4, [BH4-].[Na+] (NaBH4), N.O (NH3.H2O). Run in C(C)O (ethanol). Conditions: time 8 hour. Product: C(C)N(C(C1=CC=C(C=C1)C(C1=CC=CC=C1)=C1CCN(CC1)C1CCCCC1)=O)CC (N,N-diethyl-4-[(1-Cyclohexyl-piperidin-4-ylidene)-phenyl-methyl]-benzamide). Isolated yield 19.2%. As a reaction SMILES: [CH2:1]([N:3]([CH2:25][CH3:26])[C:4](=[O:24])[C:5]1[CH:10]=[CH:9][C:8]([C:11]([C:18]2[CH:23]=[CH:22][CH:21]=[CH:20][CH:19]=2)=[C:12]2[CH2:17][CH2:16][NH:15][CH2:14][CH2:13]2)=[CH:7][CH:6]=1)[CH3:2].[C:27]1(=O)[CH2:32][CH2:31][CH2:30][CH2:29][CH2:28]1.[BH4-].[Na+].N.O>C(O)C>[CH2:25]([N:3]([CH2:1][CH3:2])[C:4](=[O:24])[C:5]1[CH:6]=[CH:7][C:8]([C:11](=[C:12]2[CH2:13][CH2:14][N:15]([CH:27]3[CH2:32][CH2:31][CH2:30][CH2:29][CH2:28]3)[CH2:16][CH2:17]2)[C:18]2[CH:23]=[CH:22][CH:21]=[CH:20][CH:19]=2)=[CH:9][CH:10]=1)[CH3:26] |f:2.3,4.5|. Procedure details: A mixture of compound 6 (100 mg, 0.29 mmol), cyclohexanone (36 ul, 0.35 mmol) and Ti(OPr-i)4 (0.17 ml, 0.58 mmol) was ultrasonicated for 1 hr and then stirred at rt overnight under a nitrogen atmosphere. The mixture was diluted with ethanol (5 ml) and followed by addition of NaBH4 (33 mg, 0.87 mmol). The resulting mixture was stirred for 12 hr at rt. 2N NH3.H2O was added to quench the reaction and the mixture filtered through celite. The filtrate was extracted with ethyl acetate several times an...